From a dataset of the Open Reaction Database (ORD), a public repository of structured organic reaction records. describe an organic reaction: reactants, conditions, products, and yield Starting materials: Cc1ccc(C(=O)O)o1, Nc1cnc(OCC(F)(F)F)c(-c2ccc(Cl)cc2)c1. The product is Cc1ccc(C(=O)Nc2cnc(OCC(F)(F)F)c(-c3ccc(Cl)cc3)c2)o1. RXN SMILES: [CH3:21][c:22]1[cH:23][cH:24][c:25]([C:27](=[O:28])[OH:29])[o:26]1.[Cl:1][c:2]1[cH:3][cH:4][c:5](-[c:8]2[cH:9][c:10]([NH2:20])[cH:11][n:12][c:13]2[O:14][CH2:15][C:16]([F:17])([F:18])[F:19])[cH:6][cH:7]1>>[Cl:1][c:2]1[cH:3][cH:4][c:5](-[c:8]2[cH:9][c:10]([NH:20][C:27]([c:25]3[cH:24][cH:23][c:22]([CH3:21])[o:26]3)=[O:28])[cH:11][n:12][c:13]2[O:14][CH2:15][C:16]([F:17])([F:18])[F:19])[cH:6][cH:7]1. Starting materials: O (water), C(C)(C)(C)OC(C1=C(C=C(C=C1)C(\C=C(\C(F)(F)F)/C1=CC(=CC(=C1)Cl)Cl)=O)C)=O (4-[(E)-3-(3,5-dichloro-phenyl)-4,4,4-trifluoro-but-2-enoyl]-2-methyl-benzoic acid tert-butyl ester), C(C)(C)(C)OC(CN=C(C1=CC=CC=C1)C1=CC=CC=C1)=O ((benzhydrylidene-amino)-acetic acid tert-butyl ester), [OH-].[K+] (Potassium hydroxide). Run in C(C)#N (acetonitrile). Yields the product C(C)(C)(C)OC(C1=C(C=C(C=C1)C(CC(C(F)(F)F)(C1=CC(=CC(=C1)Cl)Cl)C(C(=O)OC(C)(C)C)N=C(C1=CC=CC=C1)C1=CC=CC=C1)=O)C)=O (4-[3-[(Benzhydrylidene-amino)-tert-butoxycarbonyl-methyl]-3-(3,5-dichloro-phenyl)-4,4,4-trifluoro-butyryl]-2-methyl-benzoic acid tert-butyl ester). Isolated yield 21.3%. Reaction SMILES: [C:1]([O:5][C:6](=[O:30])[C:7]1[CH:12]=[CH:11][C:10]([C:13](=[O:28])/[CH:14]=[C:15](\[C:20]2[CH:25]=[C:24]([Cl:26])[CH:23]=[C:22]([Cl:27])[CH:21]=2)/[C:16]([F:19])([F:18])[F:17])=[CH:9][C:8]=1[CH3:29])([CH3:4])([CH3:3])[CH3:2].[C:31]([O:35][C:36](=[O:52])[CH2:37][N:38]=[C:39]([C:46]1[CH:51]=[CH:50][CH:49]=[CH:48][CH:47]=1)[C:40]1[CH:45]=[CH:44][CH:43]=[CH:42][CH:41]=1)([CH3:34])([CH3:33])[CH3:32].[OH-].[K+].O>C(#N)C>[C:1]([O:5][C:6](=[O:30])[C:7]1[CH:12]=[CH:11][C:10]([C:13](=[O:28])[CH2:14][C:15]([CH:37]([N:38]=[C:39]([C:46]2[CH:47]=[CH:48][CH:49]=[CH:50][CH:51]=2)[C:40]2[CH:41]=[CH:42][CH:43]=[CH:44][CH:45]=2)[C:36]([O:35][C:31]([CH3:34])([CH3:33])[CH3:32])=[O:52])([C:20]2[CH:25]=[C:24]([Cl:26])[CH:23]=[C:22]([Cl:27])[CH:21]=2)[C:16]([F:17])([F:19])[F:18])=[CH:9][C:8]=1[CH3:29])([CH3:4])([CH3:3])[CH3:2] |f:2.3|. Procedure details: 4-[(E)-3-(3,5-dichloro-phenyl)-4,4,4-trifluoro-but-2-enoyl]-2-methyl-benzoic acid tert-butyl ester (0.100 g, 0.218 mmol) and (benzhydrylidene-amino)-acetic acid tert-butyl ester (0.079 g, 0.261 mmol) were dissolved in acetonitrile (5.0 ml). Potassium hydroxide (0.013 g, 0.239 mmol) and antracen-9-yl-methyl quininium chloride (0.030 g, 0.054 mmol) were added and the resulting mixture was heated at 90 C for 6 days. At this time water was added and the reaction mixture was extracted with dichlorome... Reactants: ClCCl, O=Cc1ccc(Oc2ccc(F)cc2)cc1, CC(C)(C)OC(=O)NCc1cccc(CN)c1. Yields the product CC(C)(C)OC(=O)NCc1cccc(CNCc2ccc(Oc3ccc(F)cc3)cc2)c1. RXN SMILES: [Cl:34][CH2:35][Cl:36].[F:18][c:19]1[cH:20][cH:21][c:22]([O:23][c:24]2[cH:25][cH:26][c:27]([CH:28]=[O:29])[cH:30][cH:31]2)[cH:32][cH:33]1.[NH2:1][CH2:2][c:3]1[cH:4][c:5]([CH2:6][NH:7][C:8]([O:9][C:10]([CH3:11])([CH3:12])[CH3:13])=[O:14])[cH:15][cH:16][cH:17]1>>[NH:1]([CH2:2][c:3]1[cH:4][c:5]([CH2:6][NH:7][C:8]([O:9][C:10]([CH3:11])([CH3:12])[CH3:13])=[O:14])[cH:15][cH:16][cH:17]1)[CH2:28][c:27]1[cH:26][cH:25][c:24]([O:23][c:22]2[cH:21][cH:20][c:19]([F:18])[cH:33][cH:32]2)[cH:31][cH:30]1. Reactants: C(=O)[O-].[NH4+] (Ammonium formate), COC(C1=CN=C(C=C1)NC1CCN(CC1)CC1=CC=CC=C1)=O (6-(1-Benzyl-piperidin-4-ylamino)-nicotinic acid methyl ester). The solvent is C(C)O (ethanol). Conditions: temperature 80 celsius, time 30 minute. The product is COC(C1=CN=C(C=C1)NC1CCNCC1)=O (6-(Piperidin-4-ylamino)-nicotinic acid methyl ester). Isolated yield 85.7%. RXN SMILES: C([O-])=O.[NH4+].[CH3:5][O:6][C:7](=[O:28])[C:8]1[CH:13]=[CH:12][C:11]([NH:14][CH:15]2[CH2:20][CH2:19][N:18](CC3C=CC=CC=3)[CH2:17][CH2:16]2)=[N:10][CH:9]=1>C(O)C>[CH3:5][O:6][C:7](=[O:28])[C:8]1[CH:13]=[CH:12][C:11]([NH:14][CH:15]2[CH2:20][CH2:19][NH:18][CH2:17][CH2:16]2)=[N:10][CH:9]=1 |f:0.1|. Procedure: Ammonium formate (4.9 g, 67.2 mmol) was added to a solution of (39) (4.2 g, 12.9 mmol) in 100 mL of absolute ethanol. The mixture was purged with argon then palladium (0.9 g, 5% on activated carbon) was added. The resulting mixture was heated to 80° C. and maintained at that temperature for 12 h. After cooling to 25° C., the mixture was filtered through celite and the filtrate was concentrated in vacuo. The residue was cooled to 0° C. and saturated Na2CO3 (100 mL) was added. The resulting mixtur... Reactants: CCCC[Sn](C#CCOC)(CCCC)CCCC, COC(=O)c1c(C)cc(N2CCOCC2)nc1Cl, C1COCCO1, Cl[Pd]Cl, c1ccc(P(c2ccccc2)c2ccccc2)cc1, c1ccc(P(c2ccccc2)c2ccccc2)cc1. The product is COCC#Cc1nc(N2CCOCC2)cc(C)c1C(=O)OC. RXN SMILES: [CH2:19]([Sn:20]([CH2:21][CH2:22][CH2:23][CH3:29])([C:24]#[C:25][CH2:26][O:27][CH3:28])[CH2:30][CH2:31][CH2:32][CH3:33])[CH2:34][CH2:35][CH3:36].[CH3:1][O:2][C:3](=[O:4])[c:5]1[c:6]([Cl:18])[n:7][c:8]([N:12]2[CH2:13][CH2:14][O:15][CH2:16][CH2:17]2)[cH:9][c:10]1[CH3:11].[O:37]1[CH2:38][CH2:39][O:40][CH2:41][CH2:42]1.[Pd:43]([Cl:44])[Cl:45].[c:46]1([P:47]([c:48]2[cH:49][cH:50][cH:51][cH:52][cH:53]2)[c:54]2[cH:55][cH:56][cH:57][cH:58][cH:59]2)[cH:60][cH:61][cH:62][cH:63][cH:64]1.[c:65]1([P:66]([c:67]2[cH:68][cH:69][cH:70][cH:71][cH:72]2)[c:73]2[cH:74][cH:75][cH:76][cH:77][cH:78]2)[cH:79][cH:80][cH:81][cH:82][cH:83]1>>[CH3:1][O:2][C:3](=[O:4])[c:5]1[c:6]([C:24]#[C:25][CH2:26][O:27][CH3:28])[n:7][c:8]([N:12]2[CH2:13][CH2:14][O:15][CH2:16][CH2:17]2)[cH:9][c:10]1[CH3:11].